Dataset: the Open Reaction Database (ORD), a public repository of structured organic reaction records. Task: describe an organic reaction: reactants, conditions, products, and yield Reactants: C(C1=CC=CC=C1)C=1N=CNC1C(=O)OCC (4-benzyl-5-carbethoxyimidazole), [H-].[Al+3].[Li+].[H-].[H-].[H-] (lithium aluminum hydride), O (water), Cl (hydrogen chloride). The solvent is O1CCCC1 (tetrahydrofuran). Yields the product Cl.C(C1=CC=CC=C1)C=1N=CNC1CO (4-benzyl-5-hydroxymethylimidazole hydrochloride). As a reaction SMILES: [CH2:1]([C:8]1[N:9]=[CH:10][NH:11][C:12]=1[C:13](OCC)=[O:14])[C:2]1[CH:7]=[CH:6][CH:5]=[CH:4][CH:3]=1.[H-].[Al+3].[Li+].[H-].[H-].[H-].O.[ClH:25]>O1CCCC1>[ClH:25].[CH2:1]([C:8]1[N:9]=[CH:10][NH:11][C:12]=1[CH2:13][OH:14])[C:2]1[CH:3]=[CH:4][CH:5]=[CH:6][CH:7]=1 |f:1.2.3.4.5.6,10.11|. Reported procedure: Reaction of this aminoketone (160 g.) with formamide (480 ml.) by heating at 120°-140° over five hours gave 4-benzyl-5-carbethoxyimidazole (75 g.) m.p. 168.5°-169.5°. Reduction of this ester (30 g.) with lithium aluminum hydride (6.4 g.) in tetrahydrofuran (600 ml.), followed by addition of water, filtration and acidification of the filtrate with ethanolic hydrogen chloride, gave 4-benzyl-5-hydroxymethylimidazole hydrochloride (22.9 g.), m.p. 149°-151°, after concentration and addition of ethyl ... Starting materials: ClC=1C=2N(C=CN1)C(=C(N2)CC)C(CCC)=O (1-(8-Chloro-2-ethylimidazo[1,2-a]pyrazin-3-yl)-1-butanone), CC1=CC(=C(C(=C1)C)B(O)O)OC (4,6-dimethyl-2-methoxybenzeneboronic acid), O.O.O.O.O.O.O.O.[OH-].[Ba+2].[OH-] (Barium hydroxide octahydrate). Run in COCCOC (1,2-dimethoxyethane), O (water). The product is C(C)C=1N=C2N(C=CN=C2C2=C(C=C(C=C2C)C)OC)C1C(CCC)=O (1-[2-ethyl-8-(2-methoxy-4,6-dimethylphenyl)imidazo[1,2-a]pyrazin-3-yl]-1-butanone). The yield is 77.5%. As a reaction SMILES: Cl[C:2]1[C:3]2[N:4]([C:8]([C:13](=[O:17])[CH2:14][CH2:15][CH3:16])=[C:9]([CH2:11][CH3:12])[N:10]=2)[CH:5]=[CH:6][N:7]=1.[CH3:18][C:19]1[CH:24]=[C:23]([CH3:25])[C:22](B(O)O)=[C:21]([O:29][CH3:30])[CH:20]=1.O.O.O.O.O.O.O.O.[OH-].[Ba+2].[OH-]>COCCOC.O>[CH2:11]([C:9]1[N:10]=[C:3]2[C:2]([C:20]3[C:19]([CH3:18])=[CH:24][C:23]([CH3:25])=[CH:22][C:21]=3[O:29][CH3:30])=[N:7][CH:6]=[CH:5][N:4]2[C:8]=1[C:13](=[O:17])[CH2:14][CH2:15][CH3:16])[CH3:12] |f:2.3.4.5.6.7.8.9.10.11.12|. Procedure: 1-(8-Chloro-2-ethylimidazo[1,2-a]pyrazin-3-yl)-1-butanone (226 mg, 0.90 mmol) and 4,6-dimethyl-2-methoxybenzeneboronic acid (198 mg, 1.1 mmol) were dissolved in a mixed solvent of 1,2-dimethoxyethane (4.5 mL) and water (0.75 mL). Barium hydroxide octahydrate (347 mg, 1.1 mmol) and tetrakis(triphenylphosphine)palladium complex (79 mg, 0.068 mmol) were added thereto, and the mixture was heated under reflux for 4 hours under nitrogen atmosphere. After being allowed to cool, the reaction mixture was...